Dataset: the Open Reaction Database (ORD), a public repository of structured organic reaction records. Task: describe an organic reaction: reactants, conditions, products, and yield Reactants: C(C)(=O)NC=1C(=NC(=NC1O)N)O (5-Acetamido-2-amino-4,6-dihydroxypyrimidine), Cl (hydrochloric acid). Run at time 1 hour. The product is Cl.NC1=NC(=C(C(=N1)O)N)O (2,5-Diamino-4,6-dihydroxypyrimidine hydrochloride). The yield is 46.0%. As a reaction SMILES: C([NH:4][C:5]1[C:6]([OH:13])=[N:7][C:8]([NH2:12])=[N:9][C:10]=1[OH:11])(=O)C.[ClH:14]>>[ClH:14].[NH2:12][C:8]1[N:9]=[C:10]([OH:11])[C:5]([NH2:4])=[C:6]([OH:13])[N:7]=1 |f:2.3|. Procedure details: 5-Acetamido-2-amino-4,6-dihydroxypyrimidine (700 g crude) (ex. guanidinium carbonate, diethyl acetamido malonate and ethanol refluxed 48 hours), concentrated hydrochloric acid (2 liters water), (200 ml), were heated to 70° and kept at 70°-75° for 1 hour, then cooled in an ice bath. The product was filtered, washed with HCl (80 ml conc HCl in water 170 ml), then acetone (1 liter), and air dried at 40° to give the title compound (344.5 g). Found: C 24.53, H 4.33, N 28.9 Cl 17.9; C4H6N4O2 ·HCl·H2O ... Solvent: ClCCl (dichloromethane). Product: C(C)(C)(C)OC(=O)N[C@@H](COS(=O)(=O)C)C ((R)-N-tert-butoxycarbonyl-O-methanesulfonyl-2-amino-1-propanol). Procedure details: A solution of 22.0 gm (125.6 mMol) (R)-N-tert-butoxycarbonyl-2-amino-1-propanol and 19.5 gm (150.7 mmol) diisopropylethylamine in 450 mL dichloromethane was cooled to 0° C. To this solution was added dropwise 10.7 mL (138.2 mMol) methanesulfonyl chloride at a rate to maintain the temperature of the reaction mixture at from 0° C. to 10° C. Once the addition was complete the reaction mixture was stirred at 0° C. for about one hour. The reaction mixture was washed twice with 200 mL portions of wate... The yield is 61.0%. RXN SMILES: [C:1]([O:5][C:6]([NH:8][C@H:9]([CH3:12])[CH2:10][OH:11])=[O:7])([CH3:4])([CH3:3])[CH3:2].C(N(C(C)C)CC)(C)C.[CH3:22][S:23](Cl)(=[O:25])=[O:24]>ClCCl>[C:1]([O:5][C:6]([NH:8][C@H:9]([CH3:12])[CH2:10][O:11][S:23]([CH3:22])(=[O:25])=[O:24])=[O:7])([CH3:4])([CH3:3])[CH3:2]. The reactants are C(C)(C)(C)OC(=O)N[C@@H](CO)C ((R)-N-tert-butoxycarbonyl-2-amino-1-propanol), C(C)(C)N(CC)C(C)C (diisopropylethylamine), CS(=O)(=O)Cl (methanesulfonyl chloride). Run at temperature 0 celsius, time 1 hour. Reactants: O=C([O-])O, NC(CSCc1ccccc1)C(=O)O, C1CCOC1, COC(=O)N1C(=O)C=CC1=O, [Na+], O, O=S(=O)(O)O. The product is O=C(O)C(CSCc1ccccc1)N1C(=O)C=CC1=O. Reaction SMILES: [C:26](=[O:27])([O-:28])[OH:29].[CH2:12]([c:13]1[cH:14][cH:15][cH:16][cH:17][cH:18]1)[S:19][CH2:20][CH:21]([NH2:22])[C:23](=[O:24])[OH:25].[CH2:37]1[O:38][CH2:39][CH2:40][CH2:41]1.[CH3:1][O:2][C:3]([N:4]1[C:6](=[O:11])[CH:7]=[CH:8][C:9]1=[O:10])=[O:5].[Na+:30].[OH2:36].[S:31](=[O:32])(=[O:33])([OH:34])[OH:35]>>[C:6]1(=[O:11])[CH:7]=[CH:8][C:9](=[O:10])[N:22]1[CH:21]([CH2:20][S:19][CH2:12][c:13]1[cH:14][cH:15][cH:16][cH:17][cH:18]1)[C:23](=[O:24])[OH:25]. The reactants are C1CCOC1, C[O-], CO, COC(=O)c1cc(S(C)(=O)=O)c(S(C)(=O)=O)cc1C, [Cl-], Cl, NC(N)=[NH2+], [Na+]. The product is [Cl-], Cc1cc(S(C)(=O)=O)c(S(C)(=O)=O)cc1C(=O)[NH2+]C(=N)N. RXN SMILES: [CH2:31]1[O:32][CH2:33][CH2:34][CH2:35]1.[CH3:1][O-:2].[CH3:29][OH:30].[CH3:9][S:10](=[O:11])(=[O:12])[c:13]1[cH:14][c:15]([CH3:27])[c:16]([C:17](=[O:18])[O:19][CH3:20])[cH:21][c:22]1[S:23](=[O:24])(=[O:25])[CH3:26].[Cl-:4].[ClH:28].[NH2:5][C:6]([NH2:7])=[NH2+:8].[Na+:3]>>[Cl-:4].[NH:5]=[C:6]([NH2:7])[NH2+:8][C:17]([c:16]1[c:15]([CH3:27])[cH:14][c:13]([S:10]([CH3:9])(=[O:11])=[O:12])[c:22]([S:23](=[O:24])(=[O:25])[CH3:26])[cH:21]1)=[O:18]. Starting materials: NC1=CC=C(C(=O)O)C=C1 (4-aminobenzoic acid), [Cl-].C(CCCCCCCCCCCCCCC)[P+](CCCC)(CCCC)CCCC (hexadecyltributylphosphonium chloride), Cl (HCl), [OH-].[K+] (KOH), BrCCCCCCCCCCCCCCCC (1-bromohexadecane). Solvent: C(C)O (ethanol). Run at time 12 hour. The product is C(CCCCCCCCCCCCCCC)NC1=CC=C(C(=O)O)C=C1 (4-(n-hexadecylamino)-benzoic acid). Reaction SMILES: [NH2:1][C:2]1[CH:10]=[CH:9][C:5]([C:6]([OH:8])=[O:7])=[CH:4][CH:3]=1.[OH-].[K+].Br[CH2:14][CH2:15][CH2:16][CH2:17][CH2:18][CH2:19][CH2:20][CH2:21][CH2:22][CH2:23][CH2:24][CH2:25][CH2:26][CH2:27][CH2:28][CH3:29].[Cl-].C([P+](CCCC)(CCCC)CCCC)CCCCCCCCCCCCCCC.Cl>C(O)C>[CH2:29]([NH:1][C:2]1[CH:10]=[CH:9][C:5]([C:6]([OH:8])=[O:7])=[CH:4][CH:3]=1)[CH2:28][CH2:27][CH2:26][CH2:25][CH2:24][CH2:23][CH2:22][CH2:21][CH2:20][CH2:19][CH2:18][CH2:17][CH2:16][CH2:15][CH3:14] |f:1.2,4.5|. Procedure: 27.4 g (0.2 mol) of 4-aminobenzoic acid, 11.2 g of KOH, 64 g (0.21 mol) of 1-bromohexadecane and 4.64 g (10 mmol) of hexadecyltributylphosphonium chloride were suspended in 250 ml of ethanol (96%) and the reaction mixture was stirred for 12 hours at reflux temperature. While the solution was still hot, there were added, drop by drop, 80 ml of conc. HCl and the reaction mixture was left to cool down to ambient temperature. Thereupon the precipitated product was separated on a suction filter, wash... The reactants are O=C(CBr)c1ccc(Cl)cc1, CC(C)=O, CCCCCC, CC#N, [K+], [K+], O=C([O-])[O-], c1ccc(OCC2CCCNC2)cc1. Product: O=C(CN1CCCC(COc2ccccc2)C1)c1ccc(Cl)cc1. RXN SMILES: [Br:15][CH2:16][C:17](=[O:18])[c:19]1[cH:20][cH:21][c:22]([Cl:25])[cH:23][cH:24]1.[CH3:32][C:33]([CH3:34])=[O:35].[CH3:36][CH2:37][CH2:38][CH2:39][CH2:40][CH3:41].[CH3:42][C:43]#[N:44].[K+:26].[K+:27].[O-:28][C:29]([O-:30])=[O:31].[O:1]([c:2]1[cH:3][cH:4][cH:5][cH:6][cH:7]1)[CH2:8][CH:9]1[CH2:10][NH:11][CH2:12][CH2:13][CH2:14]1>>[O:1]([c:2]1[cH:3][cH:4][cH:5][cH:6][cH:7]1)[CH2:8][CH:9]1[CH2:10][N:11]([CH2:16][C:17](=[O:18])[c:19]2[cH:20][cH:21][c:22]([Cl:25])[cH:23][cH:24]2)[CH2:12][CH2:13][CH2:14]1.